From a dataset of the Open Reaction Database (ORD), a public repository of structured organic reaction records. describe an organic reaction: reactants, conditions, products, and yield Starting materials: OC1CNC=2N(C(C=C(N2)C2=CC=NC=C2)=O)C1 (7-hydroxy-2-(pyridin-4-yl)-6,7,8,9-tetrahydro-4H-pyrimido[1,2-a]pyrimidin-4-one), CS(=O)(=O)OCCCC1=C(C=CC=C1)F (1-[3-(methylsulfonyloxy)propyl]-2-fluorobenzene), [F-].[K+] (potassium fluoride). Run in C(C)#N (acetonitrile). Run at temperature 80 celsius. The product is FC1=C(C=CC=C1)CCCN1CC(CN2C1=NC(=CC2=O)C2=CC=NC=C2)O (9-[3-(2-Fluorophenyl)propyl]-7-hydroxy-2-(pyridin-4-yl)-6,7,8,9-tetrahydro 4H-pyrimido[1,2-a]pyrimidin-4-one). Reaction SMILES: [OH:1][CH:2]1[CH2:18][N:6]2[C:7](=[O:17])[CH:8]=[C:9]([C:11]3[CH:16]=[CH:15][N:14]=[CH:13][CH:12]=3)[N:10]=[C:5]2[NH:4][CH2:3]1.CS(O[CH2:24][CH2:25][CH2:26][C:27]1[CH:32]=[CH:31][CH:30]=[CH:29][C:28]=1[F:33])(=O)=O.[F-].[K+]>C(#N)C>[F:33][C:28]1[CH:29]=[CH:30][CH:31]=[CH:32][C:27]=1[CH2:26][CH2:25][CH2:24][N:4]1[C:5]2=[N:10][C:9]([C:11]3[CH:12]=[CH:13][N:14]=[CH:15][CH:16]=3)=[CH:8][C:7](=[O:17])[N:6]2[CH2:18][CH:2]([OH:1])[CH2:3]1 |f:2.3|. Reported procedure: A suspension of 1.0 g (4.09 mmol) of 7-hydroxy-2-(pyridin-4-yl)-6,7,8,9-tetrahydro-4H-pyrimido[1,2-a]pyrimidin-4-one and 0.95 g (4.09 mmol) of 1-[3-(methylsulfonyloxy)propyl]-2-fluorobenzene in 100 ml of anhydrous acetonitrile was treated with 4.1 g (1.42 mmol) of potassium fluoride suspended on alumina (Fluka) and the resulting mixture was heated at 80° C. for 24 h. Reactants: FC(C(=O)O)(F)F.OC(COC=1C=C(C(=O)NC2CCNCC2)C=C(C1)OC)CO (rac-3-(2,3-dihydroxy-propoxy)-5-methoxy-N-piperidin-4-yl-benzamide trifluoroacetate), C(C)OC=1C=C(C=O)C=C(C1F)OCC (3,5-diethoxy-4-fluoro-benzaldehyde), C(#N)[BH3-].[Na+] (sodium cyanoborohydride), C(C)N(C(C)C)C(C)C (N-ethyl-diisopropylamine). Procedure details: In analogy to the procedure described in example 50k), crude rac-3-(2,3-dihydroxy-propoxy)-5-methoxy-N-piperidin-4-yl-benzamide trifluoroacetate (example 175b) was reacted with 3,5-diethoxy-4-fluoro-benzaldehyde (example 50 g), sodium cyanoborohydride, N-ethyl-diisopropylamine and acetic acid in ethanol at 50° C. to yield the title compound as colorless amorphous solid. MS: 521.4 (MH+). Yields the product C(C)OC=1C=C(CN2CCC(CC2)NC(C2=CC(=CC(=C2)OC)OCC(CO)O)=O)C=C(C1F)OCC (rac-N-[1-(3,5-Diethoxy-4-fluoro-benzyl)-piperidin-4-yl]-3-(2,3-dihydroxy-propoxy)-5-methoxy-benzamide). RXN SMILES: FC(F)(F)C(O)=O.[OH:8][CH:9]([CH2:29][OH:30])[CH2:10][O:11][C:12]1[CH:13]=[C:14]([CH:24]=[C:25]([O:27][CH3:28])[CH:26]=1)[C:15]([NH:17][CH:18]1[CH2:23][CH2:22][NH:21][CH2:20][CH2:19]1)=[O:16].[CH2:31]([O:33][C:34]1[CH:35]=[C:36]([CH:39]=[C:40]([O:43][CH2:44][CH3:45])[C:41]=1[F:42])[CH:37]=O)[CH3:32].C([BH3-])#N.[Na+].C(N(C(C)C)C(C)C)C>C(O)C.C(O)(=O)C>[CH2:31]([O:33][C:34]1[CH:35]=[C:36]([CH:39]=[C:40]([O:43][CH2:44][CH3:45])[C:41]=1[F:42])[CH2:37][N:21]1[CH2:22][CH2:23][CH:18]([NH:17][C:15](=[O:16])[C:14]2[CH:24]=[C:25]([O:27][CH3:28])[CH:26]=[C:12]([O:11][CH2:10][CH:9]([OH:8])[CH2:29][OH:30])[CH:13]=2)[CH2:19][CH2:20]1)[CH3:32] |f:0.1,3.4|. Run in C(C)O (ethanol), C(C)(=O)O (acetic acid). Reactants: CCOC=CC(=O)Cl, Nc1ccc2c(c1)CC1(C2)C(=O)Nc2ncccc21, c1ccncc1. Yields the product CCOC=CC(=O)Nc1ccc2c(c1)CC1(C2)C(=O)Nc2ncccc21. RXN SMILES: [CH2:20]([CH3:21])[O:22][CH:23]=[CH:24][C:25](=[O:26])[Cl:27].[NH2:1][c:2]1[cH:3][c:4]2[c:8]([cH:9][cH:10]1)[CH2:7][C:6]1([CH2:5]2)[C:11](=[O:19])[NH:12][c:13]2[n:14][cH:15][cH:16][cH:17][c:18]21.[cH:28]1[cH:29][cH:30][n:31][cH:32][cH:33]1>>[NH:1]([c:2]1[cH:3][c:4]2[c:8]([cH:9][cH:10]1)[CH2:7][C:6]1([CH2:5]2)[C:11](=[O:19])[NH:12][c:13]2[n:14][cH:15][cH:16][cH:17][c:18]21)[C:25]([CH:24]=[CH:23][O:22][CH2:20][CH3:21])=[O:26]. Starting materials: NN1C2=C(C(=C(C1=O)C1=NS(C3=C(N1)C=CC=C3)(=O)=O)O)SC=C2 (4-amino-6-(1,1-dioxido-4H-1,2,4-benzothiadiazin-3-yl)-7-hydroxythieno[3,2-b]pyridin 5(4H)-one), CC1=C(C=O)C=CC=C1 (2-methylbenzaldehyde). The solvent is CN(C(C)=O)C (N,N-dimethylacetamide). Run at temperature 25 celsius. Product: O=S1(N=C(NC2=C1C=CC=C2)C2=C(C1=C(N(C2=O)N=CC2=C(C=CC=C2)C)C=CS1)O)=O (6-(1,1-dioxido-4H-1,2,4-benzothiadiazin-3-yl)-7-hydroxy-4-{[(2-methylphenyl)methylene]amino}thieno[3,2-b]pyridin-5(4H)-one). Isolated yield 57.4%. Reaction SMILES: [NH2:1][N:2]1[C:7](=[O:8])[C:6]([C:9]2[NH:14][C:13]3[CH:15]=[CH:16][CH:17]=[CH:18][C:12]=3[S:11](=[O:20])(=[O:19])[N:10]=2)=[C:5]([OH:21])[C:4]2[S:22][CH:23]=[CH:24][C:3]1=2.[CH3:25][C:26]1[CH:33]=[CH:32][CH:31]=[CH:30][C:27]=1[CH:28]=O>CN(C)C(=O)C>[O:19]=[S:11]1(=[O:20])[C:12]2[CH:18]=[CH:17][CH:16]=[CH:15][C:13]=2[NH:14][C:9]([C:6]2[C:7](=[O:8])[N:2]([N:1]=[CH:25][C:26]3[CH:33]=[CH:32][CH:31]=[CH:30][C:27]=3[CH3:28])[C:3]3[CH:24]=[CH:23][S:22][C:4]=3[C:5]=2[OH:21])=[N:10]1. Procedure details: The product of Example 268D (0.10 g, 0.27 mmol) was reacted with 2-methylbenzaldehyde (0.5 g, 4.2 mmol) in N,N-dimethylacetamide (3 mL) in a sealed tube at 135° C. for 60 minutes in a microwave reactor. The reaction was cooled to 25° C. and concentrated under vacuum. The resulting residue was triturated with diethyl ether and filtered to give the title compound (0.072 g, 57%). The reactants are C(CCC)OC([C@@H](NC(=O)C1(CCCC1)NC([C@H](C(C)C)SC(C)=O)=O)CC1=CC=C(C=C1)O)=O (N-[[1-[(2-(S)-acetylmercapto-3-methyl-1-oxobutyl)amino]-1-cyclopentyl]-carbonyl]-L-tyrosine n-butyl ester), [OH-].[Na+] (sodium hydroxide), Cl (hydrochloric acid). Solvent: CO (methanol). Conditions: time 30 minute. Yields the product C(CCC)OC([C@@H](NC(=O)C1(CCCC1)NC([C@H](C(C)C)S)=O)CC1=CC=C(C=C1)O)=O (N-[[1-[(2-(S)-mercapto-3-methyl-1-oxobutyl)amino]-1-cyclopentyl]-carbonyl]-L-tyrosine n-butyl ester). RXN SMILES: [CH2:1]([O:5][C:6](=[O:35])[C@H:7]([CH2:27][C:28]1[CH:33]=[CH:32][C:31]([OH:34])=[CH:30][CH:29]=1)[NH:8][C:9]([C:11]1([NH:16][C:17](=[O:26])[C@@H:18]([S:22]C(=O)C)[CH:19]([CH3:21])[CH3:20])[CH2:15][CH2:14][CH2:13][CH2:12]1)=[O:10])[CH2:2][CH2:3][CH3:4].[OH-].[Na+].Cl>CO>[CH2:1]([O:5][C:6](=[O:35])[C@H:7]([CH2:27][C:28]1[CH:33]=[CH:32][C:31]([OH:34])=[CH:30][CH:29]=1)[NH:8][C:9]([C:11]1([NH:16][C:17](=[O:26])[C@@H:18]([SH:22])[CH:19]([CH3:20])[CH3:21])[CH2:12][CH2:13][CH2:14][CH2:15]1)=[O:10])[CH2:2][CH2:3][CH3:4] |f:1.2|. Procedure details: To a degassed solution of N-[[1-[(2-(S)-acetylmercapto-3-methyl-1-oxobutyl)amino]-1-cyclopentyl]-carbonyl]-L-tyrosine n-butyl ester (2.4 g, 4.74 mmole) in methanol at 0° C. is added dropwise 1N sodium hydroxide (4.74 ml, 4.74 mmole). The mixture is stirred for 30 minutes, neutralized to pH 3 with 1N hydrochloric acid and concentrated to dryness. The residue is dissolved in a mixture of water and ethyl acetate. The organic phase is separated, washed with brine, dried over magnesium sulfate and ev... Reported procedure: Using the procedure of example 1, m-anisidine (100 mg) was reacted with compound 1f (100 mg) to provide compound 6 (25 mg, 29%). 1H NMR (400 MHz, CD3OD) δ 8.84 (d, J=8.0 Hz, 1H), 8.33 (d, J=5.2 Hz, 1H), 8.31 (d, J=4.8 Hz, 1H), 8.12 (s, 1H), 7.48 (m, 1H), 7.30 (t, J=8.0 Hz, 1H), 7.23 (m, 2H), 7.13 (d, J=5.2 Hz, 1H), 6.68 (d, J=8.0 Hz, 1H), 3.86 (s, 3H). MS (ESI) m/z: 318 (M+H)+. RXN SMILES: [CH3:1][O:2][C:3]1[CH:8]=[CH:7][CH:6]=[C:5]([NH2:9])[CH:4]=1.C1(S([N:19]2[C:23]3=[N:24][CH:25]=[CH:26][CH:27]=[C:22]3[C:21]([C:28]3[CH:33]=[CH:32][N:31]=[C:30](Cl)[N:29]=3)=[CH:20]2)(=O)=O)C=CC=CC=1>>[CH3:1][O:2][C:3]1[CH:4]=[C:5]([NH:9][C:30]2[N:29]=[C:28]([C:21]3[C:22]4[C:23](=[N:24][CH:25]=[CH:26][CH:27]=4)[NH:19][CH:20]=3)[CH:33]=[CH:32][N:31]=2)[CH:6]=[CH:7][CH:8]=1. Yield: 29.2%. Product: COC=1C=C(C=CC1)NC1=NC=CC(=N1)C1=CNC2=NC=CC=C21 ((3-Methoxy-phenyl)-[4-(1H-pyrrolo[2,3-b]pyridin-3-yl)-pyrimidin-2-yl]-amine). Reactants: COC1=CC(=CC=C1)N (m-anisidine), C1(=CC=CC=C1)S(=O)(=O)N1C=C(C=2C1=NC=CC2)C2=NC(=NC=C2)Cl (1-benzenesulfonyl-3-(2-chloro-pyrimidin-4-yl)-1H-pyrrolo[2,3-b]pyridine). Starting materials: OC1=C(SC=C1)C(=O)OC (methyl 3-hydroxy-2-thiophenecarboxylate), BrBr (Br2), OS(=O)[O-].[Na+] (NaHSO3), BrBr (Br2). Solvent: C(C)(=O)O (acetic acid). Run at time 16 hour. Product: BrC=1C(=C(SC1)C(=O)OC)O (Methyl 4-Bromo-3-hydroxy-2-thiophenecarboxylate). Reaction SMILES: [OH:1][C:2]1[CH:6]=[CH:5][S:4][C:3]=1[C:7]([O:9][CH3:10])=[O:8].[Br:11]Br.OS([O-])=O.[Na+]>C(O)(=O)C>[Br:11][C:6]1[C:2]([OH:1])=[C:3]([C:7]([O:9][CH3:10])=[O:8])[S:4][CH:5]=1 |f:2.3|. Procedure details: To a solution of 31 g (0.2 mole) of methyl 3-hydroxy-2-thiophenecarboxylate in 400 milliliters (mL) of glacial acetic acid was added 31.3 g (0.2 mole) of Br2 over 45 minutes (min). After 16 hours (hr), another 31.3 g of Br2 was added over 6 hr and the reaction was stirred another 18 hr. The reaction mixture was poured into aqueous NaHSO3 and extracted with ether. The organic phase was separated, washed with water (2×300 mL), dried over MgSO4, filtered and concentrated to a viscous oil. This oil ...